This data is from the Open Reaction Database (ORD), a public repository of structured organic reaction records. The task is: describe an organic reaction: reactants, conditions, products, and yield The reactants are [H-].[Na+] (sodium hydride), C(CC#N)#N (malononitrile), BrC(C(=O)OC)(C)C1=NC=CN=C1 (methyl 2-bromo-2-(pyrazin-2-yl)propanoate). Run in CN(C)C=O (DMF), CN(C)C=O (DMF). Reaction conditions: time 2 hour. Yields the product C(#N)C(C(C(=O)OC)(C1=NC=CN=C1)C)C#N (Methyl 3,3-Dicyano-2-Methyl-2-(Pyrazin-2-yl)Propanoate). Reaction SMILES: [H-].[Na+].[C:3](#[N:7])[CH2:4][C:5]#[N:6].Br[C:9]([C:15]1[CH:20]=[N:19][CH:18]=[CH:17][N:16]=1)([CH3:14])[C:10]([O:12][CH3:13])=[O:11]>CN(C=O)C>[C:5]([CH:4]([C:3]#[N:7])[C:9]([CH3:14])([C:15]1[CH:20]=[N:19][CH:18]=[CH:17][N:16]=1)[C:10]([O:12][CH3:13])=[O:11])#[N:6] |f:0.1|. Procedure details: A DMF (15 mL) solution of sodium hydride (0.38 g, 9.4 mmol, 60%) was added to malononitrile (0.62 g, 9.4 mmol) in DMF (3 mL) at 0° C. After 10 minutes the intermediate from Step C (2.1 g, 8.6 mmol) was added. After stirring for 2 hours at room temperature the reaction was quenched with saturated aqueous NH4Cl. The mixture was extracted with ethyl acetate and the organic layer concentrated. The residue was purified by silica gel chromatography using a hexanes/EtOAc gradient to give the indicated ... Starting materials: O=C1CCC(=O)N1Br, CN(C)C=O, O=Cc1cc(-c2ccccc2F)n(S(=O)(=O)c2cccnc2)c1, [Na+], O=C([O-])O. The product is O=Cc1cc(-c2ccccc2F)n(S(=O)(=O)c2cccnc2)c1Br. Reaction SMILES: [Br:24][N:25]1[C:26](=[O:27])[CH2:28][CH2:29][C:30]1=[O:31].[CH3:37][N:38]([CH3:39])[CH:40]=[O:41].[F:1][c:2]1[c:3](-[c:8]2[cH:9][c:10]([CH:22]=[O:23])[cH:11][n:12]2[S:13](=[O:14])(=[O:15])[c:16]2[cH:17][n:18][cH:19][cH:20][cH:21]2)[cH:4][cH:5][cH:6][cH:7]1.[Na+:32].[OH:33][C:34](=[O:35])[O-:36]>>[F:1][c:2]1[c:3](-[c:8]2[cH:9][c:10]([CH:22]=[O:23])[c:11]([Br:24])[n:12]2[S:13](=[O:14])(=[O:15])[c:16]2[cH:17][n:18][cH:19][cH:20][cH:21]2)[cH:4][cH:5][cH:6][cH:7]1.